Dataset: the Open Reaction Database (ORD), a public repository of structured organic reaction records. Task: describe an organic reaction: reactants, conditions, products, and yield Starting materials: O=C1CCC(=O)N1Cl, Fc1ccc(-c2nc3[nH]ncc3c(-c3ccc(F)cc3)c2-c2ccncc2)cc1, CN(C)C=O. The product is Fc1ccc(-c2nc3[nH]nc(Cl)c3c(-c3ccc(F)cc3)c2-c2ccncc2)cc1. As a reaction SMILES: [Cl:30][N:31]1[C:32](=[O:33])[CH2:34][CH2:35][C:36]1=[O:37].[F:1][c:2]1[cH:3][cH:4][c:5](-[c:8]2[c:9]3[c:10]([n:11][c:12](-[c:20]4[cH:21][cH:22][c:23]([F:26])[cH:24][cH:25]4)[c:13]2-[c:14]2[cH:15][cH:16][n:17][cH:18][cH:19]2)[nH:27][n:28][cH:29]3)[cH:6][cH:7]1.[O:38]=[CH:39][N:40]([CH3:41])[CH3:42]>>[F:1][c:2]1[cH:3][cH:4][c:5](-[c:8]2[c:9]3[c:10]([n:11][c:12](-[c:20]4[cH:21][cH:22][c:23]([F:26])[cH:24][cH:25]4)[c:13]2-[c:14]2[cH:15][cH:16][n:17][cH:18][cH:19]2)[nH:27][n:28][c:29]3[Cl:30])[cH:6][cH:7]1. Reactants: ClC1=CC(=NC=C1)C(=O)NC (4-chloro-N-methyl picolinamide), CC(C)([O-])C.[K+] (potassium tert-butoxide), ClC1=C(C=C(C=C1)NC(=O)NC1=CC=C(C=C1)O)C(F)(F)F (1-(4-chloro-3-(trifluoromethyl)phenyl)-3-(4-hydroxyphenyl)urea). Run in C(C)(=O)OCC (ethyl acetate), C(C)(=O)OCC (ethyl acetate), CN(C=O)C (N,N-dimethyl formamide), C(C)#N (acetonitrile). Run at time 2.5 hour. Yields the product ClC1=C(C=C(C=C1)NC(NC1=CC=C(OC2=CC(=NC=C2)C(=O)NC)C=C1)=O)C(F)(F)F (4-(4-{3-[4-Chloro-3-(trifluoromethyl)phenyl]ureido}phenoxy)-N2-methylpyridine-2-carboxamide). The yield is 64.9%. RXN SMILES: [Cl:1][C:2]1[CH:7]=[CH:6][C:5]([NH:8][C:9]([NH:11][C:12]2[CH:17]=[CH:16][C:15]([OH:18])=[CH:14][CH:13]=2)=[O:10])=[CH:4][C:3]=1[C:19]([F:22])([F:21])[F:20].CC(C)([O-])C.[K+].Cl[C:30]1[CH:35]=[CH:34][N:33]=[C:32]([C:36]([NH:38][CH3:39])=[O:37])[CH:31]=1>CN(C)C=O.C(OCC)(=O)C.C(#N)C>[Cl:1][C:2]1[CH:7]=[CH:6][C:5]([NH:8][C:9](=[O:10])[NH:11][C:12]2[CH:13]=[CH:14][C:15]([O:18][C:30]3[CH:35]=[CH:34][N:33]=[C:32]([C:36]([NH:38][CH3:39])=[O:37])[CH:31]=3)=[CH:16][CH:17]=2)=[CH:4][C:3]=1[C:19]([F:20])([F:21])[F:22] |f:1.2|. Procedure details: 1-(4-chloro-3-(trifluoromethyl)phenyl)-3-(4-hydroxyphenyl)urea (35 g, 0.1060 mol) was dissolved in dry N,N-dimethyl formamide (100 ml) and potassium tert-butoxide (14.28 g, 0.1272 mol) was added in one lot at room temperature. The reaction mass was stirred at ambient temperature for 2-3 hours and 4-chloro-N-methyl picolinamide (18.09 g, 0.1060 mol) was added in one lot. The reaction mass was maintained at 60-70° C. for 2-3 hours and cooled to room temperature. It was then diluted with ethyl acet... Reactants: residue, [K] (potassium), [Na] (sodium), CCSC(=O)N(CC(C)C)CC(C)C (butylate), O[C@H]1C[C@H]2CC([C@H]3[C@@H]4CC[C@H]([C@@H](CCC(=O)O)C)[C@]4(CC[C@@H]3[C@]2(CC1)C)C)=O (3alpha-hydroxy-7-keto-5beta-cholanic acid), C[C@H](CCC(=O)O)[C@H]1CC[C@@H]2[C@@]1(CC[C@H]3[C@H]2[C@@H](C[C@H]4[C@@]3(CC[C@H](C4)O)C)O)C (CDCA). The solvent is C(CCC)O (butyl-alcohol). The product is C[C@H](CCC(=O)O)[C@H]1CC[C@@H]2[C@@]1(CC[C@H]3[C@H]2[C@H](C[C@H]4[C@@]3(CC[C@H](C4)O)C)O)C (UDCA). RXN SMILES: [K].CCSC(N(CC(C)C)CC(C)C)=O.[OH:16][C@@H:17]1[CH2:40][CH2:39][C@@:38]2([CH3:41])[C@H:19]([CH2:20][C:21](=[O:43])[C@@H:22]3[C@@H:37]2[CH2:36][CH2:35][C@@:34]2([CH3:42])[C@H:23]3[CH2:24][CH2:25][C@@H:26]2[C@H:27]([CH3:33])[CH2:28][CH2:29][C:30]([OH:32])=[O:31])[CH2:18]1.[Na].C[C@@H]([C@@H]1[C@@]2(C)CC[C@@H]3[C@@]4(C)CC[C@@H](O)C[C@H]4C[C@@H](O)[C@H]3[C@@H]2CC1)CCC(O)=O>C(O)CCC>[CH3:33][C@@H:27]([C@@H:26]1[C@@:34]2([CH3:42])[CH2:35][CH2:36][C@@H:37]3[C@@:38]4([CH3:41])[CH2:39][CH2:40][C@@H:17]([OH:16])[CH2:18][C@H:19]4[CH2:20][C@H:21]([OH:43])[C@H:22]3[C@@H:23]2[CH2:24][CH2:25]1)[CH2:28][CH2:29][C:30]([OH:32])=[O:31] |^1:0,43|. Procedure: To a solution of potassium ter.butylate (3.77 g, 33.6 mmols) and 3alpha-hydroxy-7-keto-5beta-cholanic acid (2.5 g, 6.36 mmols) in ter.butyl-alcohol (50 ml), kept at the reflux under nitrogen and under stirring, sodium metal (1.75 g, 0.76 gram-atoms) is added. The reaction mixture is maintained under stirring and reflux for 2 hours and then worked up as disclosed in example 1; 2.5 g of the residue consisting of the CDCA (7%) and the UDCA (93) are thus obtained. Reactants: CC(C)(C)OC(=O)NC(CC(=O)O)C(=O)OCc1ccccc1, C1CCOC1. Yields the product CC(C)(C)OC(=O)NC(CCO)C(=O)OCc1ccccc1. As a reaction SMILES: [CH2:1]([c:2]1[cH:3][cH:4][cH:5][cH:6][cH:7]1)[O:8][C:9]([CH:10]([CH2:11][C:12](=[O:13])[OH:14])[NH:15][C:16](=[O:17])[O:18][C:19]([CH3:20])([CH3:21])[CH3:22])=[O:23].[CH2:24]1[O:25][CH2:26][CH2:27][CH2:28]1>>[CH2:1]([c:2]1[cH:3][cH:4][cH:5][cH:6][cH:7]1)[O:8][C:9]([CH:10]([CH2:11][CH2:12][OH:13])[NH:15][C:16](=[O:17])[O:18][C:19]([CH3:20])([CH3:21])[CH3:22])=[O:23]. The reactants are O=C1OC2(CN3CCC2CC3)CN1c1ccc(Br)o1, CCCC[Sn](CCCC)(CCCC)c1cncs1. Product: O=C1OC2(CN3CCC2CC3)CN1c1ccc(-c2cncs2)o1. Reaction SMILES: [Br:1][c:2]1[cH:3][cH:4][c:5]([N:7]2[C:8](=[O:19])[O:9][C:10]3([CH2:11][N:12]4[CH2:13][CH2:14][CH:15]3[CH2:16][CH2:17]4)[CH2:18]2)[o:6]1.[CH2:20]([Sn:21]([CH2:22][CH2:23][CH2:24][CH3:30])([c:25]1[cH:26][n:27][cH:28][s:29]1)[CH2:31][CH2:32][CH2:33][CH3:34])[CH2:35][CH2:36][CH3:37]>>[c:2]1(-[c:25]2[cH:26][n:27][cH:28][s:29]2)[cH:3][cH:4][c:5]([N:7]2[C:8](=[O:19])[O:9][C:10]3([CH2:11][N:12]4[CH2:13][CH2:14][CH:15]3[CH2:16][CH2:17]4)[CH2:18]2)[o:6]1. Starting materials: C1C(OCCC12CCCCCCC2)O (3-Oxaspiro[5.7]tridecan-2-ol), C([O-])(O)=O.[Na+] (sodium bicarbonate), C1(=CC=C(C=C1)NC1CCNCC1)C (4-(p-Toluidino)piperidine), C(C)(=O)O[BH-](OC(C)=O)OC(C)=O.[Na+] (sodium triacetoxyborohydride). Run in ClCCCl (1,2-dichloroethane), C(C)N(CC)CC (triethylamine), ClCCCl (1,2-dichloroethane). Reaction conditions: time 5 minute. Yields the product C1(=CC=C(C=C1)NC1CCN(CC1)CCC1(CCCCCCC1)CCO)C (2-[1-[2-[4-(p-Toluidino)piperidin-1-yl]ethyl]cyclooctyl]ethanol). Isolated yield 45.5%. RXN SMILES: [C:1]1([CH3:14])[CH:6]=[CH:5][C:4]([NH:7][CH:8]2[CH2:13][CH2:12][NH:11][CH2:10][CH2:9]2)=[CH:3][CH:2]=1.[CH2:15]1[C:20]2([CH2:27][CH2:26][CH2:25][CH2:24][CH2:23][CH2:22][CH2:21]2)[CH2:19][CH2:18][O:17][CH:16]1O.C(O[BH-](OC(=O)C)OC(=O)C)(=O)C.[Na+].C(=O)(O)[O-].[Na+]>ClCCCl.C(N(CC)CC)C>[C:1]1([CH3:14])[CH:2]=[CH:3][C:4]([NH:7][CH:8]2[CH2:13][CH2:12][N:11]([CH2:18][CH2:19][C:20]3([CH2:15][CH2:16][OH:17])[CH2:21][CH2:22][CH2:23][CH2:24][CH2:25][CH2:26][CH2:27]3)[CH2:10][CH2:9]2)=[CH:5][CH:6]=1 |f:2.3,4.5|. Reported procedure: To a suspension of 4-(p-toluidino)piperidine ditrifluoroacetate (synthesized in Preparation Example 4-5) (1.31 g) in 1,2-dichloroethane (6 mL) was added triethylamine (0.96 mL). The suspension was stirred at room temperature for 5 minutes. Then, a solution of 3-oxaspiro[5.7]tridecan-2-ol (synthesized in Example 72) (0.62 g) in 1,2-dichloroethane (3 mL) was added to the suspension, and it was stirred at room temperature for additional 10 minutes. The reaction solution was ice-cooled and sodium tr...